From a dataset of the Open Reaction Database (ORD), a public repository of structured organic reaction records. describe an organic reaction: reactants, conditions, products, and yield Reactants: O (water), Cl (hydrochloric acid), C(=O)(O)C1=CC=C(C(=O)NC2=C(C(=O)OCC)C=CC(=C2)N)C=C1 (ethyl 2-(4-carboxybenzamido)-4-aminobenzoate), C(CC)(=O)Cl (propionyl chloride), O (water). The solvent is N1=CC=CC=C1 (pyridine). Reaction conditions: time 3 hour. Product: C(=O)(O)C1=CC=C(C(=O)NC2=C(C(=O)OCC)C=CC(=C2)NC(CC)=O)C=C1 (ethyl 2-(4-carboxybenzamido)-4-propionamidobenzoate). Yield: 62.6%. RXN SMILES: [C:1]([C:4]1[CH:24]=[CH:23][C:7]([C:8]([NH:10][C:11]2[CH:21]=[C:20]([NH2:22])[CH:19]=[CH:18][C:12]=2[C:13]([O:15][CH2:16][CH3:17])=[O:14])=[O:9])=[CH:6][CH:5]=1)([OH:3])=[O:2].[C:25](Cl)(=[O:28])[CH2:26][CH3:27].O.Cl>N1C=CC=CC=1>[C:1]([C:4]1[CH:5]=[CH:6][C:7]([C:8]([NH:10][C:11]2[CH:21]=[C:20]([NH:22][C:25](=[O:28])[CH2:26][CH3:27])[CH:19]=[CH:18][C:12]=2[C:13]([O:15][CH2:16][CH3:17])=[O:14])=[O:9])=[CH:23][CH:24]=1)([OH:3])=[O:2]. Reported procedure: A solution of 3 g of ethyl 2-(4-carboxybenzamido)-4-aminobenzoate in 30 ml of pyridine was mixed with 3 g of propionyl chloride, and the mixture was held at 40° to 50° C. for a period of 3 hours. Subsequently, 20 ml of water was gradually added to the mixture which was held at the temperature for a period of one hour. After further addition of 100 ml of water, hydrochloric acid was used to control the pH of the reaction mixture between 1 and 2, and the precipitating crystal was filtered, washed ...